Dataset: the Open Reaction Database (ORD), a public repository of structured organic reaction records. Task: describe an organic reaction: reactants, conditions, products, and yield Starting materials: CCCCO, Clc1cc(Nc2cccc(Br)c2)ncn1, Nc1cccc(N)c1. Yields the product Nc1cccc(Nc2cc(Nc3cccc(Br)c3)ncn2)c1. As a reaction SMILES: [CH2:24]([OH:25])[CH2:26][CH2:27][CH3:28].[Cl:1][c:2]1[cH:3][c:4]([NH:8][c:9]2[cH:10][c:11]([Br:15])[cH:12][cH:13][cH:14]2)[n:5][cH:6][n:7]1.[NH2:16][c:17]1[cH:18][cH:19][cH:20][c:21]([NH2:22])[cH:23]1>>[c:2]1([NH:16][c:17]2[cH:18][cH:19][cH:20][c:21]([NH2:22])[cH:23]2)[cH:3][c:4]([NH:8][c:9]2[cH:10][c:11]([Br:15])[cH:12][cH:13][cH:14]2)[n:5][cH:6][n:7]1. Reactants: NC=1C(=C(C=CC1)C1=CN=C(C=2NC3=CC(=CC=C3C21)Br)C(=O)N)C (4-(3-amino-2-methylphenyl)-7-bromo-9H-pyrido[3,4-b]indole-1-carboxamide), C(=O)C1=C(C(=O)O)C=C(C=C1)OC (2-formyl-5-methoxybenzoic acid), C(C)(=O)O[BH-](OC(C)=O)OC(C)=O.[Na+] (sodium triacetoxyborohydride), C(C)(=O)O (acetic acid). Solvent: ClCCl (dichloromethane), O1CCCC1 (tetrahydrofuran). Reaction conditions: time 16 hour. The product is BrC1=CC=C2C3=C(NC2=C1)C(=NC=C3C=3C(=C(C=CC3)NCC3=C(C(=O)O)C=C(C=C3)OC)C)C(N)=O (2-((3-(7-Bromo-1-carbamoyl-9H-pyrido[3,4-b]indol-4-yl)-2-methylphenylamino)methyl)-5-methoxybenzoic acid). Yield: 163.1%. As a reaction SMILES: [NH2:1][C:2]1[C:3]([CH3:25])=[C:4]([C:8]2[C:20]3[C:19]4[C:14](=[CH:15][C:16]([Br:21])=[CH:17][CH:18]=4)[NH:13][C:12]=3[C:11]([C:22]([NH2:24])=[O:23])=[N:10][CH:9]=2)[CH:5]=[CH:6][CH:7]=1.[CH:26]([C:28]1[CH:36]=[CH:35][C:34]([O:37][CH3:38])=[CH:33][C:29]=1[C:30]([OH:32])=[O:31])=O.C(O[BH-](OC(=O)C)OC(=O)C)(=O)C.[Na+].C(O)(=O)C>ClCCl.O1CCCC1>[Br:21][C:16]1[CH:15]=[C:14]2[C:19]([C:20]3[C:8]([C:4]4[C:3]([CH3:25])=[C:2]([NH:1][CH2:26][C:28]5[CH:36]=[CH:35][C:34]([O:37][CH3:38])=[CH:33][C:29]=5[C:30]([OH:32])=[O:31])[CH:7]=[CH:6][CH:5]=4)=[CH:9][N:10]=[C:11]([C:22](=[O:23])[NH2:24])[C:12]=3[NH:13]2)=[CH:18][CH:17]=1 |f:2.3|. Procedure details: A mixture of 4-(3-amino-2-methylphenyl)-7-bromo-9H-pyrido[3,4-b]indole-1-carboxamide (0.184 g, 0.466 mmol), 2-formyl-5-methoxybenzoic acid (0.210 g, 1.164 mmol), sodium triacetoxyborohydride (0.296 g, 1.397 mmol), and acetic acid (0.067 mL, 1.164 mmol) in dichloromethane (14 mL) and tetrahydrofuran (14 mL) was stirred at room temperature for 16 hr. The reaction was quenched with water (30 mL) and the mixture was extracted with ethyl acetate (3×40 mL). The combined extract was washed with brine (...